Dataset: the Open Reaction Database (ORD), a public repository of structured organic reaction records. Task: describe an organic reaction: reactants, conditions, products, and yield The reactants are [N+](=O)([O-])C1=C2C(N(C(C2=CC=C1)=O)C(C(=O)O)CC(N)=O)=O (2-(4-nitro-1,3-dioxoisoindolin-2-yl)-3-carbamoylpropanoic acid), [H][H] (hydrogen). The reagents and catalysts are [Pd] (Pd/C). The solvent is CN(C=O)C (dimethylformamide). Yields the product NC1=C2C(N(C(C2=CC=C1)=O)C(C(=O)O)CC(N)=O)=O (2-(4-amino-1,3-dioxoisoindolin-2-yl)-3-carbamoylpropanoic acid). As a reaction SMILES: [N+:1]([C:4]1[CH:12]=[CH:11][CH:10]=[C:9]2[C:5]=1[C:6](=[O:22])[N:7]([CH:14]([CH2:18][C:19](=[O:21])[NH2:20])[C:15]([OH:17])=[O:16])[C:8]2=[O:13])([O-])=O.[H][H]>CN(C)C=O.[Pd]>[NH2:1][C:4]1[CH:12]=[CH:11][CH:10]=[C:9]2[C:5]=1[C:6](=[O:22])[N:7]([CH:14]([CH2:18][C:19](=[O:21])[NH2:20])[C:15]([OH:17])=[O:16])[C:8]2=[O:13]. Procedure: A mixture of 2-(4-nitro-1,3-dioxoisoindolin-2-yl)-3-carbamoylpropanoic acid (7.5 mmol) and 10% Pd/C (200 mg) in 20 ml of dimethylformamide is treated with 60 psi of hydrogen in a Parr shaker to afford 2-(4-amino-1,3-dioxoisoindolin-2-yl)-3-carbamoylpropanoic acid. The reactants are CCC(CC)(CO)NC(=S)NC(=O)c1ccccc1, CO, [Li+], C1CCOC1, [OH-], O. The product is CCC(CC)(CO)NC(N)=S. RXN SMILES: [CH2:1]([CH3:2])[C:3]([CH2:4][CH3:5])([CH2:6][OH:7])[NH:8][C:9](=[S:10])[NH:11][C:12](=[O:13])[c:14]1[cH:15][cH:16][cH:17][cH:18][cH:19]1.[CH3:27][OH:28].[Li+:21].[O:22]1[CH2:23][CH2:24][CH2:25][CH2:26]1.[OH-:20].[OH2:29]>>[CH2:1]([CH3:2])[C:3]([CH2:4][CH3:5])([CH2:6][OH:7])[NH:8][C:9](=[S:10])[NH2:11]. The reactants are C1(=CC=C(C=C1)S(=O)O)C (p-toluenesulfinic acid), [C-]#N.[K+] (KCN), IC1=C2C(=NC=C1)NN=C2 (4-Iodo-1H-pyrazolo[3,4-b]pyridine), [Na] (sodium). The solvent is CS(=O)C (DMSO), O (water). Reaction conditions: temperature 100 celsius. The product is N1N=CC2=C1N=CC=C2C#N (1H-pyrazolo[3,4-b]pyridine-4-carbonitrile). Reaction SMILES: I[C:2]1[CH:7]=[CH:6][N:5]=[C:4]2[NH:8][N:9]=[CH:10][C:3]=12.C1(C)C=CC(S(O)=O)=CC=1.[Na].[C-:22]#[N:23].[K+]>CS(C)=O.O>[NH:8]1[C:4]2[N:5]=[CH:6][CH:7]=[C:2]([C:22]#[N:23])[C:3]=2[CH:10]=[N:9]1 |f:3.4,^1:20|. Procedure: 4-Iodo-1H-pyrazolo[3,4-b]pyridine (802 mg, 3.27 mmol) was dissolved in DMSO (10 mL) then added p-toluenesulfinic acid, sodium salt (583 mg, 3.27 mmol) and KCN (319 mg, 4.90 mmol). The reaction was heated at 100° C. for 18 h. The mixture was diluted with water and extracted with EtOAc. The organic layer was washed with brine and dried over MgSO4 to yield 1H-pyrazolo[3,4-b]pyridine-4-carbonitrile as a light orange solid.